From a dataset of the Open Reaction Database (ORD), a public repository of structured organic reaction records. describe an organic reaction: reactants, conditions, products, and yield The solvent is ClCCl (dichloromethane). Procedure: To a solution (1-(1-(5-ethylpyrimidin-2-yl)piperidin-4-yl)-5-(trifluoromethyl)-1H-pyrazol-4-yl)methanol (0.13 g, 0.366 mmol) in dichloromethane (3 mL) was added thionyl chloride (1.2 mL) and the solution was stirred at room temperature for 2 h. The reaction was concentrated in vacuo and the crude product was used in the next step without further purification. Reaction conditions: time 2 hour. RXN SMILES: [CH2:1]([C:3]1[CH:4]=[N:5][C:6]([N:9]2[CH2:14][CH2:13][CH:12]([N:15]3[C:19]([C:20]([F:23])([F:22])[F:21])=[C:18]([CH2:24]O)[CH:17]=[N:16]3)[CH2:11][CH2:10]2)=[N:7][CH:8]=1)[CH3:2].S(Cl)([Cl:28])=O>ClCCl>[Cl:28][CH2:24][C:18]1[CH:17]=[N:16][N:15]([CH:12]2[CH2:13][CH2:14][N:9]([C:6]3[N:5]=[CH:4][C:3]([CH2:1][CH3:2])=[CH:8][N:7]=3)[CH2:10][CH2:11]2)[C:19]=1[C:20]([F:23])([F:22])[F:21]. Starting materials: C(C)C=1C=NC(=NC1)N1CCC(CC1)N1N=CC(=C1C(F)(F)F)CO ((1-(1-(5-ethylpyrimidin-2-yl)piperidin-4-yl)-5-(trifluoromethyl)-1H-pyrazol-4-yl)methanol), S(=O)(Cl)Cl (thionyl chloride). Yields the product ClCC=1C=NN(C1C(F)(F)F)C1CCN(CC1)C1=NC=C(C=N1)CC (2-(4-(4-(chloromethyl)-5-(trifluoromethyl)-1H-pyrazol-1-yl)piperidin-1-yl)-5-ethylpyrimidine). Reactants: FC(C=1SC=C(N1)C(CBr)=O)(F)F (2-trifluoromethyl-4-bromoacetylthiazole), CNC(=O)COC1=CC=C(C=C1)CC(C)N (2-(4-methylaminocarbonylmethoxyphenyl)-1-methylethylamine). Product: CNC(=O)COC1=CC=C(C=C1)CC(C)NCC(C=1N=C(SC1)C(F)(F)F)O (N-[2-(4-Methylaminocarbonylmethoxyphenyl)-1-methylethyl]-2-hydroxy-2-(2-trifluoromethyl-thiazol-4-yl)ethanamine). As a reaction SMILES: [F:1][C:2]([F:13])([F:12])[C:3]1[S:4][CH:5]=[C:6]([C:8](=[O:11])[CH2:9]Br)[N:7]=1.[CH3:14][NH:15][C:16]([CH2:18][O:19][C:20]1[CH:25]=[CH:24][C:23]([CH2:26][CH:27]([NH2:29])[CH3:28])=[CH:22][CH:21]=1)=[O:17]>>[CH3:14][NH:15][C:16]([CH2:18][O:19][C:20]1[CH:25]=[CH:24][C:23]([CH2:26][CH:27]([NH:29][CH2:9][CH:8]([OH:11])[C:6]2[N:7]=[C:3]([C:2]([F:13])([F:12])[F:1])[S:4][CH:5]=2)[CH3:28])=[CH:22][CH:21]=1)=[O:17]. Reported procedure: Prepared analogously to Example 3 by reaction of 2-trifluoromethyl-4-bromoacetylthiazole and 2-(4-methylaminocarbonylmethoxyphenyl)-1-methylethylamine, followed by reduction and purification of the base on a silica gel column using methylene chloride/methanol=9:1 as eluant.